Task: describe an organic reaction: reactants, conditions, products, and yield. Dataset: the Open Reaction Database (ORD), a public repository of structured organic reaction records Starting materials: C[O-].[Na+] (sodium methoxide), COC(=O)C=1N=CC2=CC(=CC=C2C1S)OC1=CC=CC=C1 (4-Mercapto-7-phenoxy-isoquinoline-3-carboxylic acid methyl ester), N[C@@H](C)C(=O)O (L-alanine), resultant solution, Cl (HCl). Solvent: CO (methanol), O (water). Conditions: temperature 150 celsius. Yields the product SC1=C(N=CC2=CC(=CC=C12)OC1=CC=CC=C1)C(=O)N[C@H](C(=O)O)C ((S)-2-[(4-Mercapto-7-phenoxy-isoquinoline-3-carbonyl)-amino]-propionic acid). RXN SMILES: C[O-].[Na+].CO[C:6]([C:8]1[N:9]=[CH:10][C:11]2[C:16]([C:17]=1[SH:18])=[CH:15][CH:14]=[C:13]([O:19][C:20]1[CH:25]=[CH:24][CH:23]=[CH:22][CH:21]=1)[CH:12]=2)=[O:7].[NH2:26][C@H:27]([C:29]([OH:31])=[O:30])[CH3:28].Cl>CO.O>[SH:18][C:17]1[C:16]2[C:11](=[CH:12][C:13]([O:19][C:20]3[CH:25]=[CH:24][CH:23]=[CH:22][CH:21]=3)=[CH:14][CH:15]=2)[CH:10]=[N:9][C:8]=1[C:6]([NH:26][C@@H:27]([CH3:28])[C:29]([OH:31])=[O:30])=[O:7] |f:0.1|. Procedure details: To a solution of 6.0 ml of 0.5 M sodium methoxide in methanol was added 100 mg of 4-Mercapto-7-phenoxy-isoquinoline-3-carboxylic acid methyl ester and 286 mg of L-alanine. The mixture was heated to 150° C. for 15 minutes using a CEM Discover microwave reactor. The resultant solution was acidified to pH 3 with 1N HCl, diluted with 10 ml water, and extracted with 20 ml of ethyl acetate. The organic fraction was washed with brine, dried over anhydrous sodium sulfate, and concentrated to 114 mg of p... The reactants are O=C(O)C1CN(C(=O)OCc2ccccc2)C1, COc1ccc(N)cn1. Reagents/catalysts: CCN=C=NCCCN(C)C.Cl (EDC-HCl), CCOC(=O)C(=NO)C#N (Oxyma). Run in CN(C)C=O (DMF), CN(C)C=O (DMF), CN(C)C=O (DMF), CN(C)C=O (DMF), CN(C)C=O (DMF), CN(C)C=O (DMF). Run at temperature 25 celsius, time 2 hour. Yields the product COc1ccc(NC(=O)C2CN(C(=O)OCc3ccccc3)C2)cn1. The yield is 66.3%. RXN SMILES: COc1ccc(N)cn1.O=C(O)C1CN(C(=O)OCc2ccccc2)C1.CCN=C=NCCCN(C)C.Cl.CCOC(=O)C(=NO)C#N.CN(C)C=O>>COc1ccc(NC(=O)C2CN(C(=O)OCc3ccccc3)C2)cn1. Starting materials: c1ccc2c(c1)CCN2, COC(=O)CCc1ccc(Cn2cccc(-c3ccc(N)cc3)c2=O)cc1, CCOC(C)=O, O=C(OC(Cl)(Cl)Cl)OC(Cl)(Cl)Cl, C1CCOC1. The product is COC(=O)CCc1ccc(Cn2cccc(-c3ccc(NC(=O)N4CCc5ccccc54)cc3)c2=O)cc1. Reaction SMILES: [CH2:40]1[CH2:41][c:42]2[cH:43][cH:44][cH:45][cH:46][c:47]2[NH:48]1.[CH3:1][O:2][C:3]([CH2:4][CH2:5][c:6]1[cH:7][cH:8][c:9]([CH2:12][n:13]2[c:14](=[O:26])[c:15](-[c:19]3[cH:20][cH:21][c:22]([NH2:25])[cH:23][cH:24]3)[cH:16][cH:17][cH:18]2)[cH:10][cH:11]1)=[O:27].[CH3:49][CH2:50][O:51][C:52](=[O:53])[CH3:54].[Cl:28][C:29]([Cl:30])([O:31][C:32]([O:33][C:34]([Cl:35])([Cl:36])[Cl:37])=[O:38])[Cl:39].[O:55]1[CH2:56][CH2:57][CH2:58][CH2:59]1>>[CH3:1][O:2][C:3]([CH2:4][CH2:5][c:6]1[cH:7][cH:8][c:9]([CH2:12][n:13]2[c:14](=[O:26])[c:15](-[c:19]3[cH:20][cH:21][c:22]([NH:25][C:32](=[O:38])[N:48]4[CH2:40][CH2:41][c:42]5[cH:43][cH:44][cH:45][cH:46][c:47]54)[cH:23][cH:24]3)[cH:16][cH:17][cH:18]2)[cH:10][cH:11]1)=[O:27]. The reactants are B(OC)(OC)OC (B(OMe)3), [Li+].[Br-] (LiBr), [BH4-].[Na+] (NaBH4), O=C1NC2=CC=C(C=C2C1)CC(=O)OCC (Ethyl (2-oxo-2,3-dihydro-1H-indol-5-yl)acetate), [Na+].[Cl-] (NaCl). The solvent is OS(=O)(=O)O (H2SO4), C1CCOC1 (THF). Yields the product OCCC=1C=C2CC(NC2=CC1)=O (5-(2-Hydroxyethyl)-1,3-dihydro-2H-indol-2-one). As a reaction SMILES: [Li+].[Br-].[BH4-].[Na+].[O:5]=[C:6]1[CH2:14][C:13]2[C:8](=[CH:9][CH:10]=[C:11]([CH2:15][C:16](OCC)=[O:17])[CH:12]=2)[NH:7]1.B(OC)(OC)OC.[Na+].[Cl-]>C1COCC1.OS(O)(=O)=O>[OH:17][CH2:16][CH2:15][C:11]1[CH:12]=[C:13]2[C:8](=[CH:9][CH:10]=1)[NH:7][C:6](=[O:5])[CH2:14]2 |f:0.1,2.3,6.7|. Procedure details: LiBr (1.03 g) is added to a solution of NaBH4 (0.45 g) in THF (15 ml). The reaction mixture is heated at reflux for 7 hours, and the compound obtained in Step B (1.3 g) is added, followed by B(OMe)3 (0.067 ml). After refluxing for 18 hours, the mixture is concentrated under reduced pressure and the residue obtained is taken up in 20 ml of 3N H2SO4. The aqueous phase is saturated with NaCl and extracted with ethyl acetate. The organic phase is dried over magnesium sulphate, filtered and evaporate... Reactants: C(N)(=O)C[C@H](CC(=O)OC)CC(C)C ((R)-methyl 3-(carbamoylmethyl)-5-methylhexanoate). Solvent: Cl (HCl). Conditions: time 5.5 hour. Yields the product C(N)(=O)C[C@H](CC(=O)O)CC(C)C ((R)-3-(carbamoylmethyl)-5-methylhexanoic acid). As a reaction SMILES: [C:1]([CH2:4][C@@H:5]([CH2:11][CH:12]([CH3:14])[CH3:13])[CH2:6][C:7]([O:9]C)=[O:8])(=[O:3])[NH2:2]>Cl>[C:1]([CH2:4][C@@H:5]([CH2:11][CH:12]([CH3:14])[CH3:13])[CH2:6][C:7]([OH:9])=[O:8])(=[O:3])[NH2:2]. Procedure: A flask is equipped with a magnetic stirrer and is charged with 3N HCl (100 ml) and (R)-methyl 3-(carbamoylmethyl)-5-methylhexanoate (20 g). The mixture is stirred for 1-10 hours at a temperature of 20° C. to 25° C., followed by quenching with 47% NaOH to pH 3. The resulting slurry is filtered, washed with water, and dried to obtain a white solid of (R)-3-(carbamoylmethyl)-5-methylhexanoic acid. Reactants: O1COC=2C1=CC=1CCNC1C2 (6,7-dihydro-5H-[1,3]dioxolo[4,5-f]indole), ClC1=NC=NC2=CC(=C(C=C12)OC)OC (4-chloro-6,7-dimethoxy-quinazoline). Solvent: CC(C)O (i-PrOH). Yields the product COC=1C=C2C(=NC=NC2=CC1OC)N1CCC=2C=C3C(=CC12)OCO3 (5-(6,7-Dimethoxy-quinazolin-4-yl)-6,7-dihydro-5H-[1,3]dioxolo[4,5-f]indole). Yield: 93.0%. Reaction SMILES: [O:1]1[C:5]2=[CH:6][C:7]3[CH2:8][CH2:9][NH:10][C:11]=3[CH:12]=[C:4]2[O:3][CH2:2]1.Cl[C:14]1[C:23]2[C:18](=[CH:19][C:20]([O:26][CH3:27])=[C:21]([O:24][CH3:25])[CH:22]=2)[N:17]=[CH:16][N:15]=1>CC(O)C>[CH3:25][O:24][C:21]1[CH:22]=[C:23]2[C:18](=[CH:19][C:20]=1[O:26][CH3:27])[N:17]=[CH:16][N:15]=[C:14]2[N:10]1[C:11]2[CH:12]=[C:4]3[O:3][CH2:2][O:1][C:5]3=[CH:6][C:7]=2[CH2:8][CH2:9]1. Procedure: Utilizing a procedure analogous to that described in Example 1, this product was prepared in 93% yield from 6,7-dihydro-5H-[1,3]dioxolo[4,5-f]indole (1.1 eq.), and 4-chloro-6,7-dimethoxy-quinazoline (1.0 eq) in i-PrOH. (M.P. 225°-228° C. (dec); LC-MS: 352 (MH+); anal. RP18-HPLC RT: 3.91 min.).